This data is from the Open Reaction Database (ORD), a public repository of structured organic reaction records. The task is: describe an organic reaction: reactants, conditions, products, and yield Starting materials: [Ag+2], O=C([O-])[O-], CN1CCCC1, Cc1ccccc1, CCCCCCCCCCCCCCCCCCOCC(COP(=O)([O-])OCCBr)OCc1ccccc1. Product: CCCCCCCCCCCCCCCCCCOCC(COP(=O)([O-])OCC[N+]1(C)CCCC1)OCc1ccccc1. Reaction SMILES: [Ag+2:56].[C:52](=[O:53])([O-:54])[O-:55].[CH3:39][N:40]1[CH2:41][CH2:42][CH2:43][CH2:44]1.[CH3:45][c:46]1[cH:47][cH:48][cH:49][cH:50][cH:51]1.[P:1](=[O:2])([O:3][CH2:4][CH:5]([CH2:6][O:7][CH2:8][CH2:9][CH2:10][CH2:11][CH2:12][CH2:13][CH2:14][CH2:15][CH2:16][CH2:17][CH2:18][CH2:19][CH2:20][CH2:21][CH2:22][CH2:23][CH2:24][CH3:25])[O:26][CH2:27][c:28]1[cH:29][cH:30][cH:31][cH:32][cH:33]1)([O:34][CH2:35][CH2:36][Br:37])[O-:38]>>[P:1](=[O:2])([O:3][CH2:4][CH:5]([CH2:6][O:7][CH2:8][CH2:9][CH2:10][CH2:11][CH2:12][CH2:13][CH2:14][CH2:15][CH2:16][CH2:17][CH2:18][CH2:19][CH2:20][CH2:21][CH2:22][CH2:23][CH2:24][CH3:25])[O:26][CH2:27][c:28]1[cH:29][cH:30][cH:31][cH:32][cH:33]1)([O:34][CH2:35][CH2:36][N+:40]1([CH3:39])[CH2:41][CH2:42][CH2:43][CH2:44]1)[O-:38]. Reactants: C1=CC=CC=2C3=CC=CC=C3C(C12)COC(=O)N1C[C@H](C[C@H](C1)NC(=O)OC(C)(C)C)C(=O)O ((3S*,5R*)-5-tert-butoxycarbonylamino-piperidine-1,3-dicarboxylic acid 1-(9H-fluoren-9-ylmethyl) ester), ClC1=C(CNC2CC2)C=CC=C1 ((2-chlorobenzyl)-cyclopropylamine), C(C)N(C(C)C)C(C)C (N-ethyldiisopropylamine), CCCP(=O)=O (propylphosphonic anhydride). Run in CC(=O)N(C)C (dimethylacetamide), C(C)(=O)OCC (ethyl acetate). Conditions: time 14 hour. Yields the product C1=CC=CC=2C3=CC=CC=C3C(C12)COC(=O)N1C[C@@H](C[C@@H](C1)C(N(C1CC1)CC1=C(C=CC=C1)Cl)=O)NC(=O)OC(C)(C)C ((3R*,5S*)-3-tert-Butoxycarbonylamino-5-[(2-chloro-benzyl)-cyclopropylcarbamoyl]-piperidine-1-carboxylic acid 9H-fluoren-9-ylmethyl ester). As a reaction SMILES: [CH:1]1[C:13]2[CH:12]([CH2:14][O:15][C:16]([N:18]3[CH2:23][C@H:22]([NH:24][C:25]([O:27][C:28]([CH3:31])([CH3:30])[CH3:29])=[O:26])[CH2:21][C@H:20]([C:32](O)=[O:33])[CH2:19]3)=[O:17])[C:11]3[C:6](=[CH:7][CH:8]=[CH:9][CH:10]=3)[C:5]=2[CH:4]=[CH:3][CH:2]=1.[Cl:35][C:36]1[CH:46]=[CH:45][CH:44]=[CH:43][C:37]=1[CH2:38][NH:39][CH:40]1[CH2:42][CH2:41]1.C(N(C(C)C)C(C)C)C.CCCP(=O)=O>CC(N(C)C)=O.C(OCC)(=O)C>[CH:10]1[C:11]2[CH:12]([CH2:14][O:15][C:16]([N:18]3[CH2:19][C@@H:20]([C:32](=[O:33])[N:39]([CH2:38][C:37]4[CH:43]=[CH:44][CH:45]=[CH:46][C:36]=4[Cl:35])[CH:40]4[CH2:42][CH2:41]4)[CH2:21][C@@H:22]([NH:24][C:25]([O:27][C:28]([CH3:30])([CH3:31])[CH3:29])=[O:26])[CH2:23]3)=[O:17])[C:13]3[C:5](=[CH:4][CH:3]=[CH:2][CH:1]=3)[C:6]=2[CH:7]=[CH:8][CH:9]=1. Reported procedure: To a stirred, ice-cooled mixture of (3S*,5R*)-5-tert-butoxycarbonylamino-piperidine-1,3-dicarboxylic acid 1-(9H-fluoren-9-ylmethyl) ester (233.3 mg, 0.5 mmol), (2-chlorobenzyl)-cyclopropylamine (99.9 mg, 0.55 mmol) and N-ethyldiisopropylamine (685 μL, 4 mmol) in dimethylacetamide (2.5 mL), propylphosphonic anhydride solution (˜50% in DMF, 480 μL, ˜0.75 mmol) is added. The reaction mixture is stirred for 14 h at RT, diluted with ethyl acetate and washed twice with an aqueous NaHCO3 solution. The ... The reactants are ice water, 30, intermediate 14, CC(C(=O)C1=CC(=C(C=C1)NC(C)=O)[N+](=O)[O-])C (N-[4-(2-methyl-1-oxopropyl)-2-nitrophenyl]acetamide), [BH4-].[Na+] (sodium tetrahydroborate). Solvent: CO (methanol). Run at time 1 hour. Yields the product 32, OC(C(C)C)C1=CC(=C(C=C1)NC(C)=O)[N+](=O)[O-] (N-[4-(1-hydroxy-2-methylpropyl)-2-nitrophenyl]acetamide). Isolated yield 100.0%. Reaction SMILES: [CH3:1][CH:2]([CH3:18])[C:3]([C:5]1[CH:10]=[CH:9][C:8]([NH:11][C:12](=[O:14])[CH3:13])=[C:7]([N+:15]([O-:17])=[O:16])[CH:6]=1)=[O:4].[BH4-].[Na+]>CO>[OH:4][CH:3]([C:5]1[CH:10]=[CH:9][C:8]([NH:11][C:12](=[O:14])[CH3:13])=[C:7]([N+:15]([O-:17])=[O:16])[CH:6]=1)[CH:2]([CH3:18])[CH3:1] |f:1.2|. Reported procedure: To a stirred and cooled (ice water, 10° C.) solution of 30 parts of intermediate 14, namely N-[4-(2-methyl-1-oxopropyl)-2-nitrophenyl]acetamide in 240 parts of methanol were added portionwise 4.5 parts of sodium tetrahydroborate. Upon completion, stirring was continued for 1 hour. The reaction mixture was evaporated and the residue was extracted with dichloromethane (3×104 parts). The combined extracts were washed with water, dried, filtered and evaporated, yielding 32 parts (100%) of N-[4-(1-hy... Reactants: COCCOCOC1=CC=C(C=O)C=C1 (4-((2-methoxyethoxy)methoxy)benzaldehyde), COCCOCOC1=CC=C(C=O)C=C1 (4-((2-methoxyethoxy)methoxy)benzaldehyde), NH4OAc, C[N+](=O)[O-] (CH3NO2). Run in C1CCOC1 (THF). The product is COCCOCOC1=CC=C(C=C1)\C=C\[N+](=O)[O-] ((E)-1-((2-methoxyethoxy)methoxy)-4-(2-nitrovinyl)benzene). Isolated yield 79.0%. Reaction SMILES: [CH3:1][O:2][CH2:3][CH2:4][O:5][CH2:6][O:7][C:8]1[CH:15]=[CH:14][C:11]([CH:12]=O)=[CH:10][CH:9]=1.[CH3:16][N+:17]([O-:19])=[O:18]>C1COCC1>[CH3:1][O:2][CH2:3][CH2:4][O:5][CH2:6][O:7][C:8]1[CH:15]=[CH:14][C:11](/[CH:12]=[CH:16]/[N+:17]([O-:19])=[O:18])=[CH:10][CH:9]=1. Reported procedure: A mixture of 4-((2-methoxyethoxy)methoxy)benzaldehyde (Intermediate I, 1.86 g, 8.85 mmol) and NH4OAc (0.75 g, 9.73 mmol) in dry THF (15 mL) and CH3NO2 (15 mL) was refluxed for 20 h and allowed to reach room temperature. The volume of the reaction was reduced to aprox. ⅓, by rotatory evaporation; the resulting solution was poured into water (15 mL) and extracted with AcOEt (2×15 mL). The organic layers were washed with brine (20 mL), dried over anhydrous Na2SO4 and filtered. After removal of the ... The reactants are O=C1C=2NC=NC2N(C=2N1C(=NN2)CNC(C2=CC=CC=C2)=O)CCCCC (N-[(5-oxo-9-pentyl-6,9-dihydro-5H-[1,2,4]triazolo[4,3-a]purin-3-yl)methyl]benzamide), BrN1C(CCC1=O)=O (N-Bromosuccinimide). The solvent is C1CCOC1 (THF). Run at temperature 70 celsius, time 1 hour. Product: BrC1=NC=2N(C=3N(C(C2N1)=O)C(=NN3)CNC(C3=CC=CC=C3)=O)CCCCC (N-[(7-bromo-5-oxo-9-pentyl-6,9-dihydro-5H-[1,2,4]triazolo[4,3-a]purin-3-yl)methyl]benzamide). Reaction SMILES: [O:1]=[C:2]1[N:10]2[C:11]([CH2:14][NH:15][C:16](=[O:23])[C:17]3[CH:22]=[CH:21][CH:20]=[CH:19][CH:18]=3)=[N:12][N:13]=[C:9]2[N:8]([CH2:24][CH2:25][CH2:26][CH2:27][CH3:28])[C:7]2[N:6]=[CH:5][NH:4][C:3]1=2.[Br:29]N1C(=O)CCC1=O>C1COCC1>[Br:29][C:5]1[NH:4][C:3]2[C:2](=[O:1])[N:10]3[C:11]([CH2:14][NH:15][C:16](=[O:23])[C:17]4[CH:18]=[CH:19][CH:20]=[CH:21][CH:22]=4)=[N:12][N:13]=[C:9]3[N:8]([CH2:24][CH2:25][CH2:26][CH2:27][CH3:28])[C:7]=2[N:6]=1. Procedure details: To the solution of N-[(5-oxo-9-pentyl-6,9-dihydro-5H-[1,2,4]triazolo[4,3-a]purin-3-yl)methyl]benzamide (0.11 g, 0.28 mmol) in THF (10 mL) was added N-Bromosuccinimide (0.076 g, 0.42 mmol). The mixture was stirred at 70° C. for 1 hour. The reaction mixture was concentrated and purified by preparative LCMS. LCMS calculated for C19H21BrN7O2 (M+H): 458.1. found: 458.0, 460.0. Reactants: C(C)(C)I (isopropyl iodide), [H-].[Na+] (Sodium hydride), OCC=1C=C(C=CC1)S(=O)(=O)N (3-hydroxymethylbenzenesulfonamide), [H-].[Na+] (sodium hydride oil dispersion), C(C)(C)I (isopropyl iodide), Cl (hydrochloric acid). Solvent: CN(C)C=O (DMF), O (water). Run at time 10 minute. The product is OCC=1C=C(C=CC1)S(=O)(=O)NC(C)C (3-(Hydroxymethyl)-N-isopropylbenzenesulfonamide). As a reaction SMILES: [H-].[Na+].[OH:3][CH2:4][C:5]1[CH:6]=[C:7]([S:11]([NH2:14])(=[O:13])=[O:12])[CH:8]=[CH:9][CH:10]=1.[CH:15](I)([CH3:17])[CH3:16].Cl>CN(C=O)C.O>[OH:3][CH2:4][C:5]1[CH:6]=[C:7]([S:11]([NH:14][CH:15]([CH3:17])[CH3:16])(=[O:12])=[O:13])[CH:8]=[CH:9][CH:10]=1 |f:0.1|. Procedure: Sodium hydride (60% oil dispersion, 0.177 g) was added to 3-hydroxymethylbenzenesulfonamide (0.77 g) with stirring in DMF (15 ml) under nitrogen at 21°. After 10 min, isopropyl iodide (0.45 ml) was added followed by a further 0.3 ml after 1 h. After an additional 2 h more isopropyl iodide (0.2 ml) was added. After 3 days more sodium hydride oil dispersion (0.08 g) was added. After another day, the solution was poured into water acidified with 2M hydrochloric acid and the product was extracted wi...